From a dataset of the Open Reaction Database (ORD), a public repository of structured organic reaction records. describe an organic reaction: reactants, conditions, products, and yield Starting materials: ClCCl, [Na+], O=C([O-])O, O=C(Cl)N1CCOCC1, O=Cc1ccc(O)cc1, c1ccncc1. The product is O=Cc1ccc(OC(=O)N2CCOCC2)cc1. RXN SMILES: [Cl:30][CH2:31][Cl:32].[Na+:29].[O-:25][C:26]([OH:27])=[O:28].[O:16]1[CH2:17][CH2:18][N:19]([C:22](=[O:23])[Cl:24])[CH2:20][CH2:21]1.[OH:1][c:2]1[cH:3][cH:4][c:5]([CH:6]=[O:7])[cH:8][cH:9]1.[cH:10]1[cH:11][cH:12][n:13][cH:14][cH:15]1>>[O:1]([c:2]1[cH:3][cH:4][c:5]([CH:6]=[O:7])[cH:8][cH:9]1)[C:22]([N:19]1[CH2:18][CH2:17][O:16][CH2:21][CH2:20]1)=[O:23]. The reactants are O (Water), BrC=1C=CC2=C(NC(O2)=O)C1 (5-bromobenzo[d]oxazol-2(3H)-one), CS(=O)(=O)OCCCOC (3-methoxypropyl methanesulfonate), C([O-])([O-])=O.[K+].[K+] (potassium carbonate). Run in C(C)#N (acetonitrile). Reaction conditions: temperature 70 celsius. Yields the product BrC=1C=CC2=C(N(C(O2)=O)CCCOC)C1 (5-Bromo-3-(3-methoxypropyl)benzo[d]oxazol-2(3H)-one). Isolated yield 102.0%. Reaction SMILES: [Br:1][C:2]1[CH:3]=[CH:4][C:5]2[O:9][C:8](=[O:10])[NH:7][C:6]=2[CH:11]=1.CS(O[CH2:17][CH2:18][CH2:19][O:20][CH3:21])(=O)=O.C(=O)([O-])[O-].[K+].[K+].O>C(#N)C>[Br:1][C:2]1[CH:3]=[CH:4][C:5]2[O:9][C:8](=[O:10])[N:7]([CH2:17][CH2:18][CH2:19][O:20][CH3:21])[C:6]=2[CH:11]=1 |f:2.3.4|. Reported procedure: A mixture of 5-bromobenzo[d]oxazol-2(3H)-one (1.1 g), 3-methoxypropyl methanesulfonate (1.297 g) and potassium carbonate (2.131 g) in acetonitrile (25 mL) was heated at 70° C. for 16 h. Water was added and the mixture was extracted with ethyl acetate (3 times). The organic layers were dried (MgSO4), evaporated and purified by flash chromatography (silica, isohexane-acetone (5:1) as eluent) to give the sub-titled compound (1.50 g) as an oil. The reactants are [Cl-].[NH4+] (ammonium chloride), C(C)(=O)OCC (Ethyl acetate), solution, C(CCC)[Li] (n-butyllithium), C(=O)=O.CC(=O)C (dry ice acetone), C(C)(C)[N-]C(C)C.[Li+] (lithium diisopropylamide), ClC1=C2CCC(C2=CC(=C1)F)=O (4-chloro-6-fluoro-1-indanone), C(=O)=O.CC(=O)C (dry ice acetone), C(C)(C)NC(C)C (diisopropylamine), C(=O)=O.CC(=O)C (dry ice acetone). Solvent: O (water), CCCCCC (hexane), O1CCCC1 (tetrahydrofuran), O1CCCC1 (tetrahydrofuran). Reaction conditions: time 30 minute. Product: ClC1=C2CCC(C2=CC(=C1)F)(O)CC(=O)OCC (ethyl 2-(4-chloro-6-fluoro-1-hydroxy-1-indanyl)acetate). Yield: 102.2%. RXN SMILES: [C:1]([O:4][CH2:5][CH3:6])(=[O:3])[CH3:2].C(=O)=O.CC(C)=O.C([N-]C(C)C)(C)C.[Li+].C([Li])CCC.C(NC(C)C)(C)C.[Cl:34][C:35]1[CH:43]=[C:42]([F:44])[CH:41]=[C:40]2[C:36]=1[CH2:37][CH2:38][C:39]2=[O:45].[Cl-].[NH4+]>CCCCCC.O1CCCC1.O>[Cl:34][C:35]1[CH:43]=[C:42]([F:44])[CH:41]=[C:40]2[C:36]=1[CH2:37][CH2:38][C:39]2([CH2:2][C:1]([O:4][CH2:5][CH3:6])=[O:3])[OH:45] |f:1.2,3.4,8.9|. Procedure: Ethyl acetate (5.9 g, 0.07 mol) was added dropwise to a stirred, chilled (dry ice-acetone bath) solution of lithium diisopropylamide (prepared by dropwise addition of a 2.5M solution of n-butyllithium (26.8 ml, 0.07 mol) in hexane to a chilled (dry ice-acetone bath) solution of diisopropylamine (6.8 g, 0.07 mol) in tetrahydrofuran (35 ml) ). After 30 min, a solution of 4-chloro-6-fluoro-1-indanone (12.4 g, 0.07 mol) in tetrahydrofuran (100 ml) was added dropwise and the mixture was stirred for 1... Reactants: C([O-])([O-])=O.[K+].[K+] (Potassium carbonate), ClC=1C2=C(SC1C(=O)OCC)C=C(C=C2)COC(=O)C (ethyl 3-chloro-6-[(methylcarbonyloxy)methyl]benzo[b]thiophene-2-carboxylate). The solvent is C(C)O (ethanol). Reaction conditions: time 20 hour. Product: ClC=1C2=C(SC1C(=O)OCC)C=C(C=C2)CO (Ethyl 3-(chloro)-6-(hydroxymethyl)benzo[b]thiophene-2-carboxylate). As a reaction SMILES: C(=O)([O-])[O-].[K+].[K+].[Cl:7][C:8]1[C:9]2[CH:21]=[CH:20][C:19]([CH2:22][O:23]C(C)=O)=[CH:18][C:10]=2[S:11][C:12]=1[C:13]([O:15][CH2:16][CH3:17])=[O:14]>C(O)C>[Cl:7][C:8]1[C:9]2[CH:21]=[CH:20][C:19]([CH2:22][OH:23])=[CH:18][C:10]=2[S:11][C:12]=1[C:13]([O:15][CH2:16][CH3:17])=[O:14] |f:0.1.2|. Procedure details: Potassium carbonate (2 g) was added to a stirred solution of ethyl 3-chloro-6-[(methylcarbonyloxy)methyl]benzo[b]thiophene-2-carboxylate (Preparation 14, 2.65 g, 8.5 mmol) in ethanol (40 ml). The mixture was stirred at ambient temperature for 20 hours, then the solvent was removed under reduced pressure. The residue was partitioned between dichloromethane and water. The organic layer was separated and washed with more water, dried (magnesium sulfate), and evaporated under reduced pressure. The r... Starting materials: CS(C)=O, O=C(Cl)C(=O)Cl, ClCCl, O, CC(C)(C)OC(=O)N1CCC(O)C1. The product is CC(C)(C)OC(=O)N1CCC(=O)C1. As a reaction SMILES: [CH3:7][S:8]([CH3:9])=[O:10].[Cl:1][C:2]([C:3]([Cl:4])=[O:5])=[O:6].[Cl:24][CH2:25][Cl:26].[OH2:27].[OH:11][CH:12]1[CH2:13][N:14]([C:17](=[O:18])[O:19][C:20]([CH3:21])([CH3:22])[CH3:23])[CH2:15][CH2:16]1>>[O:11]=[C:12]1[CH2:13][N:14]([C:17](=[O:18])[O:19][C:20]([CH3:21])([CH3:22])[CH3:23])[CH2:15][CH2:16]1. Starting materials: C(C)[Mg]Br (ethylmagnesium bromide), CCOCC (ether), BrC1=NC=C(C=C1)Br (2,5-dibromopyridine). Reagents/catalysts: [Cl-].[Zn+2].[Cl-] (zinc chloride), [Pd].C1(=CC=CC=C1)P(C1=CC=CC=C1)C1=CC=CC=C1.C1(=CC=CC=C1)P(C1=CC=CC=C1)C1=CC=CC=C1.C1(=CC=CC=C1)P(C1=CC=CC=C1)C1=CC=CC=C1.C1(=CC=CC=C1)P(C1=CC=CC=C1)C1=CC=CC=C1 (tetrakis(triphenylphosphine)-palladium (0)). The solvent is C1CCOC1 (THF), C1CCOC1 (THF). Conditions: temperature 0 celsius, time 1 hour. Yields the product C(C)C1=NC=C(C=C1)Br (2-Ethyl-5-bromopyridine). Isolated yield 76.0%. RXN SMILES: [CH2:1]([Mg]Br)[CH3:2].CCOCC.Br[C:11]1[CH:16]=[CH:15][C:14]([Br:17])=[CH:13][N:12]=1>C1COCC1.[Cl-].[Zn+2].[Cl-].[Pd].C1(P(C2C=CC=CC=2)C2C=CC=CC=2)C=CC=CC=1.C1(P(C2C=CC=CC=2)C2C=CC=CC=2)C=CC=CC=1.C1(P(C2C=CC=CC=2)C2C=CC=CC=2)C=CC=CC=1.C1(P(C2C=CC=CC=2)C2C=CC=CC=2)C=CC=CC=1>[CH2:1]([C:11]1[CH:16]=[CH:15][C:14]([Br:17])=[CH:13][N:12]=1)[CH3:2] |f:4.5.6,7.8.9.10.11|. Reported procedure: A solution of ethylmagnesium bromide in ether (100 ml, 3M, 0.3 mol) was added dropwise to a cold (5° C.) solution of anhydrous zinc chloride (40.9 g, 0.3 mol) in THF (500 ml) under nitrogen. After stirring for one hour at 0° C., tetrakis(triphenylphosphine)-palladium (0) (1.0 g, 0.87 mmol) was added followed by a solution of 2,5-dibromopyridine (50 g, 0.21 mol) in THF (200 ml). The resulting yellow suspension was stirred at room temperature overnight, quenched by the addition of water (200 ml) a...